Dataset: the Open Reaction Database (ORD), a public repository of structured organic reaction records. Task: describe an organic reaction: reactants, conditions, products, and yield Reactants: C[C@H]1C[C@H]([C@@H](CC1)C(C)C)OCCN(C)CCCl (N-[2-((1R,3R,4S)-1-methyl-4-isopropylcyclohex-3-yloxy)ethyl]-N-(2-chlo roethyl)-N-methylamine), O (water), C([O-])([O-])=O.[K+].[K+] (potassium carbonate), [N-]=[N+]=[N-].[Na+] (sodium azide). Run in O1CCCC1 (tetrahydrofuran). Run at time 8 hour. The product is C[C@H]1C[C@H]([C@@H](CC1)C(C)C)OCCN(C)CCN=[N+]=[N-] (N-[2-((1R,3R,4S)-1-methyl-4-isopropylcyclohex-3-ylo xy)ethyl]-N-(2-azidoethyl)-N-methylamine). The yield is 103.6%. RXN SMILES: [CH3:1][C@@H:2]1[CH2:7][CH2:6][C@@H:5]([CH:8]([CH3:10])[CH3:9])[C@H:4]([O:11][CH2:12][CH2:13][N:14]([CH2:16][CH2:17]Cl)[CH3:15])[CH2:3]1.O.C(=O)([O-])[O-].[K+].[K+].[N-:26]=[N+:27]=[N-:28].[Na+]>O1CCCC1>[CH3:1][C@@H:2]1[CH2:7][CH2:6][C@@H:5]([CH:8]([CH3:10])[CH3:9])[C@H:4]([O:11][CH2:12][CH2:13][N:14]([CH2:16][CH2:17][N:26]=[N+:27]=[N-:28])[CH3:15])[CH2:3]1 |f:2.3.4,5.6|. Procedure: 4.5 g of N-[2-((1R,3R,4S)-1-methyl-4-isopropylcyclohex-3-yloxy)ethyl]-N-(2-chlo roethyl)-N-methylamine were added to a mixture of 40 ml water and 20 ml tetrahydrofuran. 2 g of potassium carbonate and 1 g of sodium azide were added to the mixture. The reaction solution was then stirred at room temperature for 8 hours. The reaction solution was worked up by concentrating to about 30 ml and extracting the aqueous phase with ethyl acetate. After concentration of the ethyl acetate extract, 4.5 g of c... Starting materials: O=C(n1ccnc1)n1ccnc1, CO, Nc1nnn[nH]1, O=C(O)c1cc2[nH]c3c(C4CCCS4)cccc3c(=O)n2n1, CN(C)C=O. The product is O=C(Nc1nnn[nH]1)c1cc2[nH]c3c(C4CCCS4)cccc3c(=O)n2n1. As a reaction SMILES: [C:25]([n:26]1[cH:27][cH:28][n:29][cH:30]1)([n:31]1[cH:32][cH:33][n:34][cH:35]1)=[O:36].[CH3:23][OH:24].[NH2:37][c:38]1[n:39][n:40][n:41][nH:42]1.[O:1]=[c:2]1[n:3]2[c:4]([nH:5][c:6]3[c:7]([CH:12]4[S:13][CH2:14][CH2:15][CH2:16]4)[cH:8][cH:9][cH:10][c:11]13)[cH:17][c:18]([C:20](=[O:21])[OH:22])[n:19]2.[O:43]=[CH:44][N:45]([CH3:46])[CH3:47]>>[O:1]=[c:2]1[n:3]2[c:4]([nH:5][c:6]3[c:7]([CH:12]4[S:13][CH2:14][CH2:15][CH2:16]4)[cH:8][cH:9][cH:10][c:11]13)[cH:17][c:18]([C:20](=[O:21])[NH:37][c:38]1[n:39][n:40][n:41][nH:42]1)[n:19]2. Starting materials: O=C(CBr)c1ccc(F)cc1, CS(C)=O, [N-]=[N+]=[N-], [Na+]. Yields the product [N-]=[N+]=NCC(=O)c1ccc(F)cc1. RXN SMILES: [Br:1][CH2:2][C:3](=[O:4])[c:5]1[cH:6][cH:7][c:8]([F:11])[cH:9][cH:10]1.[CH3:16][S:17]([CH3:18])=[O:19].[N-:13]=[N+:14]=[N-:15].[Na+:12]>>[CH2:2]([C:3](=[O:4])[c:5]1[cH:6][cH:7][c:8]([F:11])[cH:9][cH:10]1)[N:13]=[N+:14]=[N-:15]. Starting materials: BrC=1C(=CC2=C(CCCCC2(C)C)C1)CCCCCC (2-bromo-3-hexyl-5,5-dimethyl-6,7,8,9-tetrahydro-5H-benzocycloheptene), C(=O)=O (CO2), halogen, [Li]CCCC (nBuLi). Run in O1CCCC1 (tetrahydrofuran). Reaction conditions: time 40 minute. Yields the product C(CCCCC)C1=CC2=C(CCCCC2(C)C)C=C1C(=O)O (3-hexyl-5,5-dimethyl-6,7,8,9-tetrahydro-5H-benzocycloheptene-2-carboxylic acid). Reaction SMILES: Br[C:2]1[C:3]([CH2:15][CH2:16][CH2:17][CH2:18][CH2:19][CH3:20])=[CH:4][C:5]2[C:11]([CH3:13])([CH3:12])[CH2:10][CH2:9][CH2:8][CH2:7][C:6]=2[CH:14]=1.[Li]CCCC.[C:26](=[O:28])=[O:27]>O1CCCC1>[CH2:15]([C:3]1[C:2]([C:26]([OH:28])=[O:27])=[CH:14][C:6]2[CH2:7][CH2:8][CH2:9][CH2:10][C:11]([CH3:13])([CH3:12])[C:5]=2[CH:4]=1)[CH2:16][CH2:17][CH2:18][CH2:19][CH3:20]. Reported procedure: This 3.21 g of 2-bromo-3-hexyl-5,5-dimethyl-6,7,8,9-tetrahydro-5H-benzocycloheptene were placed in 30 ml of abs. tetrahydrofuran under Ar and treated at -78° with 6.75 ml of 1.55M nBuLi (hexane) (1.1 eq.). The metal/halogen exchange was followed by gas chromatography (GC). After 40 min., a large excess of CO2 gas was introduced and the cooling bath was removed. After 10 min., the mixture was poured on to ice/NH4Cl solution, extracted with diethyl ether, washed with H2O, dried over Na2SO4 and the... The reactants are SC=1SC2=C(N1)C=CC=C2 (2-mercaptobenzothiazole), COC1=CC=C(C=C1)C1=CC=C(C=C1)S(=O)(=O)NC(C(=O)OC)CC1CO1 (methyl 2-[(4′-methoxy[1,1′-biphenyl]-4-yl)sulfonyl]amino-4,5-epoxypentanoate), compound 20. The product is COC1=CC=C(C=C1)C1=CC=C(C=C1)S(=O)(=O)NC(C(=O)O)CC(CSC=1SC2=C(N1)C=CC=C2)O (2-[(4′-Methoxy[1,1′-biphenyl]-4-yl)sulfonyl]amino-4-hydroxy-5-[2-benzothiazolylthio]-pentanoic acid). As a reaction SMILES: [SH:1][C:2]1[S:3][C:4]2[CH:10]=[CH:9][CH:8]=[CH:7][C:5]=2[N:6]=1.[CH3:11][O:12][C:13]1[CH:18]=[CH:17][C:16]([C:19]2[CH:24]=[CH:23][C:22]([S:25]([NH:28][CH:29]([CH2:34][CH:35]3[O:37][CH2:36]3)[C:30]([O:32]C)=[O:31])(=[O:27])=[O:26])=[CH:21][CH:20]=2)=[CH:15][CH:14]=1>>[CH3:11][O:12][C:13]1[CH:14]=[CH:15][C:16]([C:19]2[CH:20]=[CH:21][C:22]([S:25]([NH:28][CH:29]([CH2:34][CH:35]([OH:37])[CH2:36][S:1][C:2]3[S:3][C:4]4[CH:10]=[CH:9][CH:8]=[CH:7][C:5]=4[N:6]=3)[C:30]([OH:32])=[O:31])(=[O:26])=[O:27])=[CH:23][CH:24]=2)=[CH:17][CH:18]=1. Reported procedure: Example 26 is prepared from 2-mercaptobenzothiazole and 1d using the procedure described for compound 20. The reactants are C(=O)([O-])[O-].[K+].[K+] (K2CO3), C(C)OC(CN(C)C([C@H](CNS(=O)(=O)C1=C(C=CC=C1)[N+](=O)[O-])NC(=O)OC(C)(C)C)=O)=O ({[(S)-2-tert-Butoxycarbonylamino-3-(2-nitro-benzenesulfonylamino)-propionyl]-methyl-amino}-acetic acid ethyl ester), CI (MeI). Run in CN(C)C=O (DMF). Run at temperature -10 celsius, time 1 hour. The product is C(C)OC(CN(C)C([C@H](CN(S(=O)(=O)C1=C(C=CC=C1)[N+](=O)[O-])C)NC(=O)OC(C)(C)C)=O)=O (({(S)-2-tert-Butoxycarbonylamino-3-[methyl-(2-nitro-benzenesulfonyl)-amino]-propionyl}-methyl-amino)-acetic acid ethyl ester). The yield is 98.9%. Reaction SMILES: [CH2:1]([O:3][C:4](=[O:33])[CH2:5][N:6]([C:8](=[O:32])[C@@H:9]([NH:24][C:25]([O:27][C:28]([CH3:31])([CH3:30])[CH3:29])=[O:26])[CH2:10][NH:11][S:12]([C:15]1[CH:20]=[CH:19][CH:18]=[CH:17][C:16]=1[N+:21]([O-:23])=[O:22])(=[O:14])=[O:13])[CH3:7])[CH3:2].[C:34]([O-])([O-])=O.[K+].[K+].CI>CN(C=O)C>[CH2:1]([O:3][C:4](=[O:33])[CH2:5][N:6]([C:8](=[O:32])[C@@H:9]([NH:24][C:25]([O:27][C:28]([CH3:29])([CH3:31])[CH3:30])=[O:26])[CH2:10][N:11]([CH3:34])[S:12]([C:15]1[CH:20]=[CH:19][CH:18]=[CH:17][C:16]=1[N+:21]([O-:23])=[O:22])(=[O:14])=[O:13])[CH3:7])[CH3:2] |f:1.2.3|. Procedure details: Compound B (8.0 g, 16.3 mmol) was dissolved in DMF (40 mL) and the reaction mixture was cooled to −10° C. To the reaction mixture was added K2CO3 (6.8 g, 49.1 mmol) followed by addition of MeI (5.1 mL, 81.9 mmol) drop wise and stirred at 0° C. for 1 h. The reaction mixture was filtered and washed with EtOAc. Solvents removed in vacuo and the residue was dissolved in EtOAc (250 mL) and poured into water (500 mL), extracted with EtOAc (2×250 mL), and washed with water (250 mL) and brine (100 mL). ... Reactants: [OH-].[Na+] (NaOH), ( 9 ), ( 9 ), [C@@H]1([C@H](O)[C@H](O)[C@@H](CO)O1)N1C=NC=2C(O)=NC=NC12 (inosine), P(O)(=O)(OP(=O)(O)OP(=O)(O)O)OC[C@@H]1[C@H]([C@H]([C@@H](O1)N1C=NC=2C(N)=NC=NC12)O)O (ATP), P(=O)([O-])(O)O.[K+] (monopotassium phosphate). The solvent is reaction mixture. The product is [C@@H]1([C@H](O)[C@H](O)[C@@H](CO)O1)N1C=NC=2C(O)=NC=NC12 (inosine), C1=NC(=O)C2=C(N1)N(C=N2)[C@H]3[C@@H]([C@@H]([C@H](O3)COP(=O)(O)O)O)O (5'-IMP). As a reaction SMILES: [C@@H:1]1([N:10]2[C:19]3[N:18]=[CH:17][N:16]=[C:14]([OH:15])[C:13]=3[N:12]=[CH:11]2)[O:9][C@H:6]([CH2:7][OH:8])[C@@H:4]([OH:5])[C@H:2]1[OH:3].[P:20]([O:32][CH2:33][C@H:34]1[O:38][C@@H:37]([N:39]2[C:48]3[N:47]=[CH:46][N:45]=[C:43](N)[C:42]=3[N:41]=[CH:40]2)[C@H:36]([OH:49])[C@@H:35]1[OH:50])([O:23]P(OP(O)(O)=O)(O)=O)(=[O:22])[OH:21].[OH-].[Na+].P(O)(O)([O-])=[O:54].[K+]>>[C@@H:1]1([N:10]2[C:19]3[N:18]=[CH:17][N:16]=[C:14]([OH:15])[C:13]=3[N:12]=[CH:11]2)[O:9][C@H:6]([CH2:7][OH:8])[C@@H:4]([OH:5])[C@H:2]1[OH:3].[CH:46]1[NH:47][C:48]2[N:39]([C@@H:37]3[O:38][C@H:34]([CH2:33][O:32][P:20]([OH:21])([OH:23])=[O:22])[C@@H:35]([OH:50])[C@H:36]3[OH:49])[CH:40]=[N:41][C:42]=2[C:43](=[O:54])[N:45]=1 |f:2.3,4.5|. Reported procedure: After completion of fermentation, about 30 g/l of inosine was accumulated in the medium obained in (8) above. As indicated in Table 9, 20 ml of a reaction mixture containing this medium was prepared. In a manner similar to (9), while keeping at 32° C. with vigorously stirring and also keeping pH at 7.2 with 4N NaOH, a reaction was carried out for 13 hours. During the course of reaction, monopotassium phosphate was added as in (9). From 23.5 g/l of initial inosine, 46 g/l of 5'-IMP was produced a...